From a dataset of the Open Reaction Database (ORD), a public repository of structured organic reaction records. describe an organic reaction: reactants, conditions, products, and yield Reactants: O (water), C(CCCC)C1=CC=C(C=C1)C1=CC=C(C=C1)C=CC(=O)OC (Methyl 3-[4-(4-pentylphenyl)phenyl]acrylate), [OH-].[Na+] (NaOH), resultant mixture, Cl (hydrochloric acid). Solvent: C(C)(=O)OCC (ethyl acetate), O1CCCC1 (tetrahydrofuran). Product: C(CCCC)C1=CC=C(C=C1)C1=CC=C(C=C1)C=CC(=O)O (3-[4-(4-Pentylphenyl)phenyl]acrylic acid). Yield: 104.8%. As a reaction SMILES: [CH2:1]([C:6]1[CH:11]=[CH:10][C:9]([C:12]2[CH:17]=[CH:16][C:15]([CH:18]=[CH:19][C:20]([O:22]C)=[O:21])=[CH:14][CH:13]=2)=[CH:8][CH:7]=1)[CH2:2][CH2:3][CH2:4][CH3:5].[OH-].[Na+].O.Cl>O1CCCC1.C(OCC)(=O)C>[CH2:1]([C:6]1[CH:11]=[CH:10][C:9]([C:12]2[CH:13]=[CH:14][C:15]([CH:18]=[CH:19][C:20]([OH:22])=[O:21])=[CH:16][CH:17]=2)=[CH:8][CH:7]=1)[CH2:2][CH2:3][CH2:4][CH3:5] |f:1.2|. Reported procedure: To a mixture of Methyl 3-[4-(4-pentylphenyl)phenyl]acrylate (0.41 g) in tetrahydrofuran (5 ml) was added 3N NaOH aqueous solution (1.3 ml), and the resultant mixture was heated to 85° C. for 10 hours. The reaction mixture was poured into a mixture of cold water and ethyl acetate, and adjusted to about pH 2 with 6N hydrochloric acid. The separated organic layer was washed in turn with water and brine, and dried over magnesium sulfate. The magnesium sulfate was filtered off, and the filtrate was e...